This data is from the Open Reaction Database (ORD), a public repository of structured organic reaction records. The task is: describe an organic reaction: reactants, conditions, products, and yield RXN SMILES: [BrH:1].[CH3:2][O:3][CH2:4][CH2:5][n:6]1[c:7](=[NH:15])[s:8][c:9]2[c:10]1[cH:11][cH:12][cH:13][cH:14]2.[OH:16][C:17](=[O:18])[CH2:19][CH:20]1[CH2:21][CH2:22][CH2:23][CH2:24][CH2:25]1>>[CH3:2][O:3][CH2:4][CH2:5][n:6]1[c:7](=[N:15][C:17](=[O:16])[CH2:19][CH:20]2[CH2:21][CH2:22][CH2:23][CH2:24][CH2:25]2)[s:8][c:9]2[c:10]1[cH:11][cH:12][cH:13][cH:14]2. The reactants are Br, COCCn1c(=N)sc2ccccc21, O=C(O)CC1CCCCC1. Product: COCCn1c(=NC(=O)CC2CCCCC2)sc2ccccc21. Starting materials: C1(=CC=CC=C1)P(Cl)C1=CC=CC=C1 (diphenylchlorophosphine), BrC1=CC(=C(O[Si](C)(C)C)C(=C1)C(C)(C)C)C(C)(C)C (4-bromo-2,6-di-tert-butylphenoxy(trimethyl)silane), solution, C(CCC)[Li] (n-butyllithium), [Cl-].[Li+] (lithium chloride). Run in CCCCCC (hexane), O1CCCC1 (tetrahydrofuran). Reaction conditions: temperature -78 celsius, time 1 hour. Yields the product C(C)(C)(C)C=1C=C(C=C(C1O[Si](C)(C)C)C(C)(C)C)P(C1=CC=CC=C1)C1=CC=CC=C1 ((3,5-Di-tert-butyl-4-trimethylsilyloxyphenyl)diphenylphosphine). Isolated yield 107.3%. Reaction SMILES: Br[C:2]1[CH:12]=[C:11]([C:13]([CH3:16])([CH3:15])[CH3:14])[C:5]([O:6][Si:7]([CH3:10])([CH3:9])[CH3:8])=[C:4]([C:17]([CH3:20])([CH3:19])[CH3:18])[CH:3]=1.C([Li])CCC.[C:26]1([P:32]([C:34]2[CH:39]=[CH:38][CH:37]=[CH:36][CH:35]=2)Cl)[CH:31]=[CH:30][CH:29]=[CH:28][CH:27]=1.[Cl-].[Li+]>O1CCCC1.CCCCCC>[C:17]([C:4]1[CH:3]=[C:2]([P:32]([C:34]2[CH:35]=[CH:36][CH:37]=[CH:38][CH:39]=2)[C:26]2[CH:31]=[CH:30][CH:29]=[CH:28][CH:27]=2)[CH:12]=[C:11]([C:13]([CH3:16])([CH3:15])[CH3:14])[C:5]=1[O:6][Si:7]([CH3:10])([CH3:9])[CH3:8])([CH3:20])([CH3:19])[CH3:18] |f:3.4|. Procedure: A stirred suspension of 20.0 g (56 mmol) of 4-bromo-2,6-di-tert-butylphenoxy(trimethyl)silane in 80 ml of dry tetrahydrofuran at -78° C. is admixed dropwise with 38 ml (56 mmol) of a 1.55M solution of n-butyllithium in hexane. The resulting homogeneous solution is stirred for 1 hour at -78° C. and then 12.36 g (56 mmol) of diphenylchlorophosphine is added dropwise. The reaction mixture is stirred for 24 hours at room temperature, and then the suspension of lithium chloride is removed by filtrati... The reactants are [Li]CCCC, CSSC, COc1cc(C2=NC(C)(C)CO2)ccc1Cl, Cl, C1CCOC1. Yields the product COc1c(Cl)ccc(C2=NC(C)(C)CO2)c1SC. Reaction SMILES: [CH2:1]([Li:2])[CH2:3][CH2:4][CH3:5].[CH3:22][S:23][S:24][CH3:25].[Cl:6][c:7]1[c:8]([O:20][CH3:21])[cH:9][c:10]([C:13]2=[N:17][C:16]([CH3:18])([CH3:19])[CH2:15][O:14]2)[cH:11][cH:12]1.[ClH:26].[O:27]1[CH2:28][CH2:29][CH2:30][CH2:31]1>>[Cl:6][c:7]1[c:8]([O:20][CH3:21])[c:9]([S:23][CH3:22])[c:10]([C:13]2=[N:17][C:16]([CH3:18])([CH3:19])[CH2:15][O:14]2)[cH:11][cH:12]1. Reactants: BrC1=CC(=NC=C1)C (4-bromo-2-methylpyridine), S1C=NC=C1[Sn](C)(C)C ((5-thiazolyl)trimethyltin). Reagents/catalysts: C=1C=CC(=CC1)[P](C=2C=CC=CC2)(C=3C=CC=CC3)[Pd]([P](C=4C=CC=CC4)(C=5C=CC=CC5)C=6C=CC=CC6)([P](C=7C=CC=CC7)(C=8C=CC=CC8)C=9C=CC=CC9)[P](C=1C=CC=CC1)(C=1C=CC=CC1)C=1C=CC=CC1 (tetrakis(triphenylphosphine)palladium). Solvent: C1=CC=CC=C1 (benzene). Yields the product CC1=NC=CC(=C1)C1=CN=CS1 (2-methyl-4-(5-thiazolyl)pyridine). RXN SMILES: Br[C:2]1[CH:7]=[CH:6][N:5]=[C:4]([CH3:8])[CH:3]=1.[S:9]1[C:13]([Sn](C)(C)C)=[CH:12][N:11]=[CH:10]1>C1C=CC=CC=1.C1C=CC([P]([Pd]([P](C2C=CC=CC=2)(C2C=CC=CC=2)C2C=CC=CC=2)([P](C2C=CC=CC=2)(C2C=CC=CC=2)C2C=CC=CC=2)[P](C2C=CC=CC=2)(C2C=CC=CC=2)C2C=CC=CC=2)(C2C=CC=CC=2)C2C=CC=CC=2)=CC=1>[CH3:8][C:4]1[CH:3]=[C:2]([C:13]2[S:9][CH:10]=[N:11][CH:12]=2)[CH:7]=[CH:6][N:5]=1 |^1:27,29,48,67|. Procedure: At room temperature, tetrakis(triphenylphosphine)palladium (470 mg) was added to a solution of 4-bromo-2-methylpyridine (1.65 g) and (5-thiazolyl)trimethyltin (1.56 g) in benzene (80 ml), followed by heating under reflux for 14 hours. After allowed to cool down to room temperature, the reaction mixture was washed with a saturated aqueous solution (100 ml) of sodium bicarbonate. The water layer was extracted with ethyl acetate (50 ml). The organic layers were combined, dried over anhydrous sodium... The reactants are [H-].[Na+] (NaH), C(C)I (ethyl iodide), C(C)OC(=O)C=1NC2=CC=C(C(=C2C1)Cl)Cl (4,5-dichloro-1H-indole-2-carboxylic acid ethyl ester). Solvent: CN(C)C=O (DMF), CCOC(=O)C (EtOAc), CN(C)C=O (DMF), CN(C)C=O (DMF). Run at time 30 minute. Yields the product C(C)OC(=O)C=1N(C2=CC=C(C(=C2C1)Cl)Cl)CC (4,5-dichloro-1-ethyl-1H-indole-2-carboxylic acid ethyl ester). Isolated yield 69.9%. Reaction SMILES: [CH2:1]([O:3][C:4]([C:6]1[NH:7][C:8]2[C:13]([CH:14]=1)=[C:12]([Cl:15])[C:11]([Cl:16])=[CH:10][CH:9]=2)=[O:5])[CH3:2].[H-].[Na+].[CH2:19](I)[CH3:20]>CN(C=O)C.CCOC(C)=O>[CH2:1]([O:3][C:4]([C:6]1[N:7]([CH2:19][CH3:20])[C:8]2[C:13]([CH:14]=1)=[C:12]([Cl:15])[C:11]([Cl:16])=[CH:10][CH:9]=2)=[O:5])[CH3:2] |f:1.2|. Procedure details: To a mixture of 4,5-dichloro-1H-indole-2-carboxylic acid ethyl ester (207 mg, 0.80 mmol) in DMF (2 mL) was added drop wise a suspension of NaH (41.2 mg, 60% dispersion in mineral oil, 1.03 mmol) in DMF (5 mL). The reaction mixture was stirred for 30 min, then ethyl iodide (156 mg, 1.0 mmol) diluted in 1 mL of DMF was added drop wise at room temperature and the mixture was stirred for an additional 1 hr. The reaction mixture was diluted with 100 mL of EtOAc and washed with saturated ammonium chlo... Reactants: O=O (oxygen), FC1=CC(=CC=C1)C=C (1-fluoro-3-vinylbenzene), BrC=1C=C(C(=NC1)F)B(O)O (5-bromo-2-fluoropyridin-3-ylboronic acid), C([O-])([O-])=O.[Na+].[Na+] (Sodium carbonate). The reagents and catalysts are C(C)(=O)[O-].[Pd+2].C(C)(=O)[O-] (palladium (II) acetate). Solvent: CN(C=O)C (dimethylformamide). Reaction conditions: time 8 hour. Product: BrC=1C=C(C(=NC1)F)\C=C\C1=CC(=CC=C1)F ((E)-5-Bromo-2-fluoro-3-(3-fluorostyryl)pyridine). RXN SMILES: [F:1][C:2]1[CH:7]=[CH:6][CH:5]=[C:4]([CH:8]=[CH2:9])[CH:3]=1.[Br:10][C:11]1[CH:12]=[C:13](B(O)O)[C:14]([F:17])=[N:15][CH:16]=1.C(=O)([O-])[O-].[Na+].[Na+].O=O>CN(C)C=O.C([O-])(=O)C.[Pd+2].C([O-])(=O)C>[Br:10][C:11]1[CH:12]=[C:13](/[CH:9]=[CH:8]/[C:4]2[CH:5]=[CH:6][CH:7]=[C:2]([F:1])[CH:3]=2)[C:14]([F:17])=[N:15][CH:16]=1 |f:2.3.4,7.8.9|. Procedure: To a 100 mL round bottom flask was added 1-fluoro-3-vinylbenzene (1.2 g, 9.82 mmol), 5-bromo-2-fluoropyridin-3-ylboronic acid (3.24 g, 14.74 mmol), and Sodium carbonate (2.60 g, 24.56 mmol) in dimethylformamide (32.7 ml). The reaction vessel was sealed and purged with oxygen via a balloon for 5 min. After purging with oxygen, palladium (II) acetate (0.221 g, 0.982 mmol) added and immediately purged with oxygen for (15 min.). The reaction was kept under a blanket of oxygen and left to stir overni... Starting materials: C1CCNC1, COC(=O)C(C)(C1Cc2[nH]c3ccc(Cl)cc3c2C1)S(=O)(=O)c1cccc(Br)c1, CC(C)(C)[O-], Cc1ccccc1, [Na+], O=C(C=Cc1ccccc1)C=Cc1ccccc1, O=C(C=Cc1ccccc1)C=Cc1ccccc1, O=C(C=Cc1ccccc1)C=Cc1ccccc1, [Pd], [Pd]. Yields the product COC(=O)C(C)(C1Cc2[nH]c3ccc(Cl)cc3c2C1)S(=O)(=O)c1cccc(N2CCCC2)c1. As a reaction SMILES: [CH2:36]1[CH2:37][CH2:38][NH:39][CH2:40]1.[CH3:1][O:2][C:3]([C:4]([CH3:5])([CH:6]1[CH2:7][c:8]2[c:9]([nH:10][c:11]3[cH:12][cH:13][c:14]([Cl:17])[cH:15][c:16]23)[CH2:18]1)[S:19](=[O:20])(=[O:21])[c:22]1[cH:23][c:24]([Br:28])[cH:25][cH:26][cH:27]1)=[O:29].[CH3:30][C:31]([CH3:32])([O-:33])[CH3:34].[CH3:41][c:42]1[cH:43][cH:44][cH:45][cH:46][cH:47]1.[Na+:35].[O:50]=[C:51]([CH:52]=[CH:53][c:54]1[cH:55][cH:56][cH:57][cH:58][cH:59]1)[CH:60]=[CH:61][c:62]1[cH:63][cH:64][cH:65][cH:66][cH:67]1.[O:68]=[C:69]([CH:70]=[CH:71][c:72]1[cH:73][cH:74][cH:75][cH:76][cH:77]1)[CH:78]=[CH:79][c:80]1[cH:81][cH:82][cH:83][cH:84][cH:85]1.[O:86]=[C:87]([CH:88]=[CH:89][c:90]1[cH:91][cH:92][cH:93][cH:94][cH:95]1)[CH:96]=[CH:97][c:98]1[cH:99][cH:100][cH:101][cH:102][cH:103]1.[Pd:48].[Pd:49]>>[CH3:1][O:2][C:3]([C:4]([CH3:5])([CH:6]1[CH2:7][c:8]2[c:9]([nH:10][c:11]3[cH:12][cH:13][c:14]([Cl:17])[cH:15][c:16]23)[CH2:18]1)[S:19](=[O:20])(=[O:21])[c:22]1[cH:23][c:24]([N:39]2[CH2:38][CH2:37][CH2:36][CH2:40]2)[cH:25][cH:26][cH:27]1)=[O:29]. Starting materials: perchloryl fluoride, [H-].[Na+] (sodium hydride), C(CCC)C(C(=O)OCC)C(=O)OCC (diethyl n-butylmalonate), [Na] (sodium), perchloryl fluoride. The solvent is C1(=CC=CC=C1)C (toluene). The product is C(C)OC(C(C(=O)OCC)CC(CC)F)=O (diethyl-2-fluoro-n-butylmalonate). Reaction SMILES: [H-].[Na+].[CH2:3]([CH:7]([C:13]([O:15][CH2:16][CH3:17])=[O:14])[C:8]([O:10][CH2:11][CH3:12])=[O:9])[CH2:4][CH2:5][CH3:6].[Na].Cl([F:23])(=O)(=O)=O>C1(C)C=CC=CC=1>[CH2:11]([O:10][C:8](=[O:9])[CH:7]([CH2:3][CH:4]([F:23])[CH2:5][CH3:6])[C:13]([O:15][CH2:16][CH3:17])=[O:14])[CH3:12] |f:0.1,^1:17|. Procedure: To a suspension of sodium hydride (1.08 mol) in 1200 ml of toluene was added dropwise 235 g (1.08 mol) of diethyl n-butylmalonate. To the resulting clear solution of the sodium salt was then bubbled perchloryl fluoride while the the temperature was maintained below 10° C. When the calculated amount of perchloryl fluoride had been added a stream of argon was bubbled through the solution for a short period of time. The mixture was filtered and the toluene removed under reduced pressure. The remain... Starting materials: CC(C)C1CN(Cc2ccc(Br)cc2)CCN1, CCO, Cc1ccccc1, OB(O)c1ccccc1C(F)(F)F, [Na+], [Na+], O=C([O-])[O-], c1ccc(P(c2ccccc2)(c2ccccc2)[Pd](P(c2ccccc2)(c2ccccc2)c2ccccc2)(P(c2ccccc2)(c2ccccc2)c2ccccc2)P(c2ccccc2)(c2ccccc2)c2ccccc2)cc1. Product: CC(C)C1CN(Cc2ccc(-c3ccccc3C(F)(F)F)cc2)CCN1. Reaction SMILES: [Br:1][c:2]1[cH:3][cH:4][c:5]([CH2:6][N:7]2[CH2:8][CH:9]([CH:13]([CH3:14])[CH3:15])[NH:10][CH2:11][CH2:12]2)[cH:16][cH:17]1.[CH3:121][CH2:122][OH:123].[CH3:37][c:38]1[cH:39][cH:40][cH:41][cH:42][cH:43]1.[F:18][C:19]([c:20]1[c:21]([B:26]([OH:27])[OH:28])[cH:22][cH:23][cH:24][cH:25]1)([F:29])[F:30].[Na+:31].[Na+:32].[O-:33][C:34](=[O:35])[O-:36].[cH:44]1[cH:45][cH:46][c:47]([P:48]([Pd:49]([P:50]([c:51]2[cH:52][cH:53][cH:54][cH:55][cH:56]2)([c:57]2[cH:58][cH:59][cH:60][cH:61][cH:62]2)[c:63]2[cH:64][cH:65][cH:66][cH:67][cH:68]2)([P:69]([c:70]2[cH:71][cH:72][cH:73][cH:74][cH:75]2)([c:76]2[cH:77][cH:78][cH:79][cH:80][cH:81]2)[c:82]2[cH:83][cH:84][cH:85][cH:86][cH:87]2)[P:88]([c:89]2[cH:90][cH:91][cH:92][cH:93][cH:94]2)([c:95]2[cH:96][cH:97][cH:98][cH:99][cH:100]2)[c:101]2[cH:102][cH:103][cH:104][cH:105][cH:106]2)([c:107]2[cH:108][cH:109][cH:110][cH:111][cH:112]2)[c:113]2[cH:114][cH:115][cH:116][cH:117][cH:118]2)[cH:119][cH:120]1>>[c:2]1(-[c:21]2[c:20]([C:19]([F:18])([F:29])[F:30])[cH:25][cH:24][cH:23][cH:22]2)[cH:3][cH:4][c:5]([CH2:6][N:7]2[CH2:8][CH:9]([CH:13]([CH3:14])[CH3:15])[NH:10][CH2:11][CH2:12]2)[cH:16][cH:17]1. Starting materials: S(=O)(=O)(C)OCCCCCCCCCCCCNC(OC(C)(C)C)=O (tert-butyl N-(12-mesyloxydodecyl)carbamate), Cl (hydrochloric acid), CCCCCC (hexane). Solvent: C(C)(=O)OCC (ethyl acetate). Conditions: time 1 hour. Product: Cl.CS(=O)(=O)OCCCCCCCCCCCCN (12-Aminododecyl methanesulfonate hydrochloride). Reaction SMILES: [S:1]([O:5][CH2:6][CH2:7][CH2:8][CH2:9][CH2:10][CH2:11][CH2:12][CH2:13][CH2:14][CH2:15][CH2:16][CH2:17][NH:18]C(=O)OC(C)(C)C)([CH3:4])(=[O:3])=[O:2].[ClH:26].CCCCCC>C(OCC)(=O)C>[ClH:26].[CH3:4][S:1]([O:5][CH2:6][CH2:7][CH2:8][CH2:9][CH2:10][CH2:11][CH2:12][CH2:13][CH2:14][CH2:15][CH2:16][CH2:17][NH2:18])(=[O:3])=[O:2] |f:4.5|. Procedure: To a solution of 8.06 g of tert-butyl N-(12-mesyloxydodecyl)carbamate in 60 ml of ethyl acetate was added 10 ml of hydrochloric acid under ice-cooling and the mixture was stirred at room temperature for one hour. The reaction solution was cooled with ice, hexane was added, the crystal thus precipitated out was recovered by filtration and dried under reduced pressure to afford the title compound.